describe an organic reaction: reactants, conditions, products, and yield From a dataset of the Open Reaction Database (ORD), a public repository of structured organic reaction records. The reactants are [BH4-], CCC(=O)c1ccc2c(c1)OCO2, CO, [Na+]. Yields the product CCC(O)c1ccc2c(c1)OCO2. As a reaction SMILES: [BH4-:14].[C:1]([CH2:2][CH3:3])(=[O:4])[c:5]1[cH:6][c:7]2[c:8]([cH:12][cH:13]1)[O:9][CH2:10][O:11]2.[CH3:16][OH:17].[Na+:15]>>[CH:1]([CH2:2][CH3:3])([OH:4])[c:5]1[cH:6][c:7]2[c:8]([cH:12][cH:13]1)[O:9][CH2:10][O:11]2. The reactants are N1C(=O)C(=O)C2=CC=CC=C12 (isatin), CC(C)([O-])C.[K+] (potassium t-butoxide), Cl (hydrochloric acid), C(C)OC(CBr)OCC (bromoacetaldehyde diethyl acetal). The solvent is CS(=O)C (dimethyl sulfoxide), CS(=O)C (dimethyl sulfoxide). Conditions: time 30 minute. The product is C(C)OC(CN1C(=O)C(=O)C2=CC=CC=C12)OCC (1-(2,2-Diethoxyethyl)isatin). Yield: 55.0%. Reaction SMILES: [NH:1]1[C:11]2[C:6](=[CH:7][CH:8]=[CH:9][CH:10]=2)[C:4](=[O:5])[C:2]1=[O:3].CC(C)([O-])C.[K+].[CH2:18]([O:20][CH:21]([O:24][CH2:25][CH3:26])[CH2:22]Br)[CH3:19].Cl>CS(C)=O>[CH2:18]([O:20][CH:21]([O:24][CH2:25][CH3:26])[CH2:22][N:1]1[C:11]2[C:6](=[CH:7][CH:8]=[CH:9][CH:10]=2)[C:4](=[O:5])[C:2]1=[O:3])[CH3:19] |f:1.2|. Reported procedure: A solution of 31.8 g of isatin in 300 ml of dry dimethyl sulfoxide was added dropwise to a suspension of 25.4 g of potassium t-butoxide in 200 ml of dry dimethyl sulfoxide at 10° C. in a nitrogen stream. After stirring the mixture at that temperature for 30 minutes, 39 ml of bromoacetaldehyde diethyl acetal was added thereto, followed by stirring at 70° C. for 6 hours. The reaction mixture was poured into dilute hydrochloric acid and extracted with ethyl ether. The organic layer was dried over a... Starting materials: CCn1nc(-c2ccccc2)c(C(C)=O)c([N+](=O)[O-])c1=O, CCO, Nc1cccc2cccnc12. Product: CCn1nc(-c2ccccc2)c(C(C)=O)c(Nc2cccc3cccnc23)c1=O. Reaction SMILES: [C:1]([CH3:2])(=[O:3])[c:4]1[c:5]([N+:19]([O-:20])=[O:21])[c:6](=[O:18])[n:7]([CH2:16][CH3:17])[n:8][c:9]1-[c:10]1[cH:11][cH:12][cH:13][cH:14][cH:15]1.[CH3:33][CH2:34][OH:35].[NH2:22][c:23]1[cH:24][cH:25][cH:26][c:27]2[cH:28][cH:29][cH:30][n:31][c:32]12>>[C:1]([CH3:2])(=[O:3])[c:4]1[c:5]([NH:19][c:23]2[cH:24][cH:25][cH:26][c:27]3[cH:28][cH:29][cH:30][n:31][c:32]23)[c:6](=[O:18])[n:7]([CH2:16][CH3:17])[n:8][c:9]1-[c:10]1[cH:11][cH:12][cH:13][cH:14][cH:15]1. Reactants: Cc1ccccc1, CN(C)C=O, COc1c(F)cc(C(=O)O)cc1Cl, O=S(Cl)Cl. The product is COc1c(F)cc(C(=O)Cl)cc1Cl. Reaction SMILES: [CH3:14][c:15]1[cH:16][cH:17][cH:18][cH:19][cH:20]1.[CH3:25][N:26]([CH3:27])[CH:28]=[O:29].[Cl:1][c:2]1[cH:3][c:4]([C:5](=[O:6])[OH:7])[cH:8][c:9]([F:13])[c:10]1[O:11][CH3:12].[S:21]([Cl:22])([Cl:23])=[O:24]>>[Cl:1][c:2]1[cH:3][c:4]([C:5](=[O:6])[Cl:23])[cH:8][c:9]([F:13])[c:10]1[O:11][CH3:12].